From a dataset of the Open Reaction Database (ORD), a public repository of structured organic reaction records. describe an organic reaction: reactants, conditions, products, and yield Starting materials: [N+](=O)([O-])C1=CC=C(C=C1)OC(C(=CC1=C(C=C(C(=C1)OC)OC)N)C)=O (3-(2-amino-4,5-dimethoxyphenyl)-2-methyl-2-propenoic acid p-nitrophenyl ester), CN(C=O)C (dimethylformamide). Yields the product C(CC1=CC=CC=C1)NC(C(=CC1=C(C=C(C(=C1)OC)OC)N)C)=O (3-(2-amino-4,5-dimethoxyphenyl)-2-methyl-2-propenoic acid phenethyl amide), C1(=CC=CC=C1)CCN (2-phenylethylamine). RXN SMILES: [N+](C1C=CC(O[C:11](=[O:26])[C:12]([CH3:25])=[CH:13][C:14]2[CH:19]=[C:18]([O:20][CH3:21])[C:17]([O:22][CH3:23])=[CH:16][C:15]=2[NH2:24])=CC=1)([O-])=O.C[N:28]([CH3:31])C=O>>[CH2:31]([NH:28][C:11](=[O:26])[C:12]([CH3:25])=[CH:13][C:14]1[CH:19]=[C:18]([O:20][CH3:21])[C:17]([O:22][CH3:23])=[CH:16][C:15]=1[NH2:24])[CH2:13][C:14]1[CH:19]=[CH:18][CH:17]=[CH:16][CH:15]=1.[C:14]1([CH2:13][CH2:12][NH2:28])[CH:19]=[CH:18][CH:17]=[CH:16][CH:15]=1. Procedure: Into 30 ml of dimethylformamide, 0.72 g (2.0 mmol) of (E) 3-(2-amino-4,5-dimethoxyphenyl)-2-methyl-2-propenoic acid p-nitrophenyl ester obtained above and 0.48 g (4.0 mmol) of 2-phenylethylamine (manufactured by Tokyo Kasei Kogyo Co., Ltd.) were dissolved; and the mixture was reacted at room temperature for one night. The reaction liquid was concentrated under a reduced pressure, and the resulting residue was dissolved in ethyl acetate. After the resulting solution was washed and was dried with ... The reactants are CC1=CC=C(C=CC2=CC=NC3=CC=CC=C23)C=C1 (4-(4-methylstyryl)quinoline), BrCCC1OCCCO1 (2-(2-bromoethyl) 1,3-dioxane). Run in C(C)OC(C)=O (ethylacetate). Yields the product [Br-].O1C(OCCC1)CC[N+]1=CC=C(C2=CC=CC=C12)C=CC1=CC=C(C=C1)C (N-[2-(1,3-dioxane-2-yl)ethyl]-4-(4-methylstyryl)-quinolinium bromide). Isolated yield 70.0%. Reaction SMILES: [CH3:1][C:2]1[CH:19]=[CH:18][C:5]([CH:6]=[CH:7][C:8]2[C:17]3[C:12](=[CH:13][CH:14]=[CH:15][CH:16]=3)[N:11]=[CH:10][CH:9]=2)=[CH:4][CH:3]=1.[Br:20][CH2:21][CH2:22][CH:23]1[O:28][CH2:27][CH2:26][CH2:25][O:24]1>C(OC(=O)C)C>[Br-:20].[O:24]1[CH2:25][CH2:26][CH2:27][O:28][CH:23]1[CH2:22][CH2:21][N+:11]1[C:12]2[C:17](=[CH:16][CH:15]=[CH:14][CH:13]=2)[C:8]([CH:7]=[CH:6][C:5]2[CH:4]=[CH:3][C:2]([CH3:1])=[CH:19][CH:18]=2)=[CH:9][CH:10]=1 |f:3.4|. Reported procedure: 4-(4-methylstyryl)quinoline (0.245 g) and 2-(2-bromoethyl) 1,3-dioxane (0.195 g) were mixed and refluxed in ethylacetate (1.5 ml) for 18 hours. Yellow-green precipitate was separated by filtration, washed with ethyl ether and dried in vacuo to give 0.308 g of N-[2-(1,3-dioxane-2-yl)ethyl]-4-(4-methylstyryl)-quinolinium bromide. Reactants: BrCC(CC(=O)N(C1=CC=C(C=C1)Cl)C)=O (4-bromo-4'-chloro-N-methylacetoacetanilide), NC(=S)N (thiourea). Solvent: C(C)O (ethanol). Yields the product NC=1SC=C(N1)CC(N(C)C1=CC=C(C=C1)Cl)=O (2-amino-4-[N-4-chlorophenyl-N-methyl(carbamoylmethyl)] thiazole). Yield: 66.7%. As a reaction SMILES: Br[CH2:2][C:3](=O)[CH2:4][C:5]([N:7]([CH3:15])[C:8]1[CH:13]=[CH:12][C:11]([Cl:14])=[CH:10][CH:9]=1)=[O:6].[NH2:17][C:18]([NH2:20])=[S:19]>C(O)C>[NH2:20][C:18]1[S:19][CH:2]=[C:3]([CH2:4][C:5](=[O:6])[N:7]([C:8]2[CH:13]=[CH:12][C:11]([Cl:14])=[CH:10][CH:9]=2)[CH3:15])[N:17]=1. Reported procedure: A 500 ml reaction flask equipped with a condenser, magnetic stirrer, thermometer and heating mantle was charged with 20.2 g (0.066 mole) of 4-bromo-4'-chloro-N-methylacetoacetanilide, 200 ml of ethanol and 5.4 g (0.071 mole) of thiourea. The reaction solution was refluxed for three hours. After cooling, about one-half of the solvent was removed on the rotary evaporator and the solution was poured into 300 ml of water. After adding sufficient ammonium hydroxide to pH 8, additional water was added... Reactants: Br (hydrobromic acid), FC=1C=C(CO)C=C(C1)F (3,5-difluorobenzyl alcohol). The solvent is S(O)(O)(=O)=O (sulfuric acid). Conditions: time 3 hour. Product: FC=1C=C(CBr)C=C(C1)F (3,5-difluorobenzyl bromide). RXN SMILES: [BrH:1].[F:2][C:3]1[CH:4]=[C:5]([CH:8]=[C:9]([F:11])[CH:10]=1)[CH2:6]O>S(=O)(=O)(O)O>[F:2][C:3]1[CH:4]=[C:5]([CH:8]=[C:9]([F:11])[CH:10]=1)[CH2:6][Br:1]. Procedure details: A 120 ml portion of 48% hydrobromic acid was added to 120 g of 3,5-difluorobenzyl alcohol. At room temperature, 120 ml of sulfuric acid was added dropwise thereto, and the mixture after the dropwise addition was stirred for 3 hours. The reaction solution was poured onto crashed ice, extracted with 600 ml of hexane, washed with water and saturated brine in that order and then dried with anhydrous sodium sulfate. By evaporating the solvent, 176 g of 3,5-difluorobenzyl bromide was obtained. Reactants: C1CCOC1, C[Si](C)(C)[N-][Si](C)(C)C, Cl, O=C1Cc2cc(F)ccc2N1, [Li+], O=C1OCc2nc(CCCN3CCC(O)CC3)ccc21. Product: O=C1Nc2ccc(F)cc2C1=C1OCc2nc(CCCN3CCC(O)CC3)ccc21. As a reaction SMILES: [CH2:43]1[O:44][CH2:45][CH2:46][CH2:47]1.[CH3:12][Si:13]([N-:14][Si:15]([CH3:16])([CH3:17])[CH3:18])([CH3:19])[CH3:20].[ClH:42].[F:1][c:2]1[cH:3][c:4]2[c:8]([cH:9][cH:10]1)[NH:7][C:6](=[O:11])[CH2:5]2.[Li+:21].[OH:22][CH:23]1[CH2:24][CH2:25][N:26]([CH2:29][CH2:30][CH2:31][c:32]2[cH:33][cH:34][c:35]3[c:36]([n:37]2)[CH2:38][O:39][C:40]3=[O:41])[CH2:27][CH2:28]1>>[F:1][c:2]1[cH:3][c:4]2[c:8]([cH:9][cH:10]1)[NH:7][C:6](=[O:11])[C:5]2=[C:40]1[c:35]2[cH:34][cH:33][c:32]([CH2:31][CH2:30][CH2:29][N:26]3[CH2:25][CH2:24][CH:23]([OH:22])[CH2:28][CH2:27]3)[n:37][c:36]2[CH2:38][O:39]1.